This data is from the Open Reaction Database (ORD), a public repository of structured organic reaction records. The task is: describe an organic reaction: reactants, conditions, products, and yield Reactants: [N+](=O)([O-])C=1C=C(C=O)C=CC1 (3-nitrobenzaldehyde), C(C)(=O)CC(C)=O (acetylacetone), C(C)OC(CC(N)=N)=O (amidinoacetic acid ethyl ester). Run in C(C)O (ethanol), C(C)O (ethanol). Product: C(C)OC(=O)C1=C(NC(=C(C1C1=CC(=CC=C1)[N+](=O)[O-])C(C)=O)C)N (2-amino-5-acetyl-6-methyl-4-(3-nitrophenyl)-1,4-dihydropyridine-3-carboxylic acid ethyl ester). Isolated yield 48.0%. Reaction SMILES: [N+:1]([C:4]1[CH:5]=[C:6]([CH:9]=[CH:10][CH:11]=1)[CH:7]=O)([O-:3])=[O:2].[C:12]([CH2:15][C:16](=[O:18])[CH3:17])(=O)[CH3:13].[CH2:19]([O:21][C:22](=[O:27])[CH2:23][C:24](=[NH:26])[NH2:25])[CH3:20]>C(O)C>[CH2:19]([O:21][C:22]([C:23]1[CH:7]([C:6]2[CH:9]=[CH:10][CH:11]=[C:4]([N+:1]([O-:3])=[O:2])[CH:5]=2)[C:15]([C:16](=[O:18])[CH3:17])=[C:12]([CH3:13])[NH:25][C:24]=1[NH2:26])=[O:27])[CH3:20]. Reported procedure: Upon boiling a solution of 7.6 g of 3-nitrobenzaldehyde, 5.0 g of acetylacetone and 6.5 g of amidinoacetic acid ethyl ester in 100 ml of ethanol for 2 hours, 2-amino-5-acetyl-6-methyl-4-(3-nitrophenyl)-1,4-dihydropyridine-3-carboxylic acid ethyl ester of melting point 217°C (ethanol) is obtained. Reactants: CC(=C)CC(C)(C)C (diisobutylene), C(=C)(C)P(O)(O)=O (isopropenylphosphonic acid), CC(=C)CC(C)(C)C (diisobutylene), C(C1=CC=CC=C1)(=O)OOC(C1=CC=CC=C1)=O (Benzoyl peroxide). Run in COCCOC (ethylene glycol dimethyl ether). Product: CC(=C)CC(C)(C)C.C(=C)(C)P(O)(O)=O (diisobutylene isopropenylphosphonic acid). RXN SMILES: [C:1]([P:4](=[O:7])([OH:6])[OH:5])([CH3:3])=[CH2:2].[CH3:8][C:9]([CH2:11][C:12]([CH3:15])([CH3:14])[CH3:13])=[CH2:10].C(OOC(=O)C1C=CC=CC=1)(=O)C1C=CC=CC=1>COCCOC>[CH3:10][C:9]([CH2:11][C:12]([CH3:15])([CH3:14])[CH3:13])=[CH2:8].[C:1]([P:4](=[O:5])([OH:7])[OH:6])([CH3:3])=[CH2:2] |f:4.5|. Reported procedure: A high pressure autoclave was charged with 0.11 moles of isopropenylphosphonic acid and 0.132 moles of diisobutylene in ethylene glycol dimethyl ether. The components were reacted for 4 hours at 80° to 82° C. Benzoyl peroxide was used as the polymer initiator. 13C and 31P nuclear magnetic resonance spectra indicated approximately 10 to 30% incorporation of diisobutylene into the polymer reaction product. Reactants: [Br-], N#Cc1ccc(C2CCC(C=O)CC2)cc1, C1CCOC1, CC(C)(C)[O-], FC(F)(F)CC[P+](c1ccccc1)(c1ccccc1)c1ccccc1, [K+]. Product: N#Cc1ccc(C2CCC(C=CCC(F)(F)F)CC2)cc1. Reaction SMILES: [Br-:1].[C:33](#[N:34])[c:35]1[cH:36][cH:37][c:38]([CH:41]2[CH2:42][CH2:43][CH:44]([CH:47]=[O:48])[CH2:45][CH2:46]2)[cH:39][cH:40]1.[CH2:49]1[O:50][CH2:51][CH2:52][CH2:53]1.[CH3:27][C:28]([CH3:29])([O-:30])[CH3:31].[F:2][C:3]([CH2:4][CH2:5][P+:6]([c:7]1[cH:8][cH:9][cH:10][cH:11][cH:12]1)([c:13]1[cH:14][cH:15][cH:16][cH:17][cH:18]1)[c:19]1[cH:20][cH:21][cH:22][cH:23][cH:24]1)([F:25])[F:26].[K+:32]>>[F:2][C:3]([CH2:4][CH:5]=[CH:47][CH:44]1[CH2:43][CH2:42][CH:41]([c:38]2[cH:37][cH:36][c:35]([C:33]#[N:34])[cH:40][cH:39]2)[CH2:46][CH2:45]1)([F:25])[F:26]. Reactants: C(C)(C)(C)OC(=O)NCC=1N(C(C2=CC=C(C=C2C1C=1SC=CC1)C(=O)OC)=O)CC(C)C (methyl 3-{[(tert-butoxycarbonyl)amino]methyl}-2-isobutyl-1-oxo-4-(2-thienyl)-1,2-dihydro-6-isoquinolinecarboxylate), [OH-].[Na+] (sodium hydroxide), Cl (hydrochloric acid), O (water). Run in O1CCCC1 (tetrahydrofuran), CO (methanol). Run at time 1 hour. The product is C(C)(C)(C)OC(=O)NCC=1N(C(C2=CC=C(C=C2C1C=1SC=CC1)C(=O)O)=O)CC(C)C (3-{[(tert-butoxycarbonyl)amino]methyl}-2-isobutyl-1-oxo-4-(2-thienyl)-1,2-dihydro-6-isoquinolinecarboxylic acid). Yield: 96.1%. RXN SMILES: [C:1]([O:5][C:6]([NH:8][CH2:9][C:10]1[N:11]([CH2:30][CH:31]([CH3:33])[CH3:32])[C:12](=[O:29])[C:13]2[C:18]([C:19]=1[C:20]1[S:21][CH:22]=[CH:23][CH:24]=1)=[CH:17][C:16]([C:25]([O:27]C)=[O:26])=[CH:15][CH:14]=2)=[O:7])([CH3:4])([CH3:3])[CH3:2].[OH-].[Na+].O.Cl>O1CCCC1.CO>[C:1]([O:5][C:6]([NH:8][CH2:9][C:10]1[N:11]([CH2:30][CH:31]([CH3:33])[CH3:32])[C:12](=[O:29])[C:13]2[C:18]([C:19]=1[C:20]1[S:21][CH:22]=[CH:23][CH:24]=1)=[CH:17][C:16]([C:25]([OH:27])=[O:26])=[CH:15][CH:14]=2)=[O:7])([CH3:4])([CH3:3])[CH3:2] |f:1.2|. Procedure: To a solution of methyl 3-{[(tert-butoxycarbonyl)amino]methyl}-2-isobutyl-1-oxo-4-(2-thienyl)-1,2-dihydro-6-isoquinolinecarboxylate (0.85 g, 1.8 mmol) in tetrahydrofuran (10 ml) and methanol (10 ml) was added 1N sodium hydroxide solution (4 ml). The resulting mixture was stirred at room temperature for 1 h. The reaction mixture was poured into water, acidified with 1N hydrochloric acid and extracted with ethyl acetate. The extract was washed with brine, dried over anhydrous magnesium sulfate and...